Dataset: the Open Reaction Database (ORD), a public repository of structured organic reaction records. Task: describe an organic reaction: reactants, conditions, products, and yield Starting materials: BrBr, CC(=O)O, COC(=O)c1ccc(C(=O)CBr)o1. The product is COC(=O)c1ccc(C(C)=O)o1. As a reaction SMILES: [Br:1][Br:2].[C:16]([OH:17])(=[O:18])[CH3:19].[CH3:3][O:4][C:5](=[O:6])[c:7]1[o:8][c:9]([C:12]([CH2:13][Br:14])=[O:15])[cH:10][cH:11]1>>[CH3:3][O:4][C:5](=[O:6])[c:7]1[o:8][c:9]([C:12]([CH3:13])=[O:15])[cH:10][cH:11]1. Starting materials: 50, NC1=C(C=C(C(=C1)Cl)Cl)NCCO (2-[(2-amino-4,5-dichlorophenyl)-amino]ethanol), NC(=O)N (urea). Run in O (water). Conditions: temperature 190 celsius. The product is 55, ClC1=CC2=C(N(C(N2)=O)CCO)C=C1Cl (5,6-dichloro-1,3-dihydro-1-(2-hydroxyethyl)-2H-benzimidazol-2-one). Yield: 99.0%. Reaction SMILES: [NH2:1][C:2]1[CH:7]=[C:6]([Cl:8])[C:5]([Cl:9])=[CH:4][C:3]=1[NH:10][CH2:11][CH2:12][OH:13].N[C:15](N)=[O:16]>O>[Cl:8][C:6]1[C:5]([Cl:9])=[CH:4][C:3]2[N:10]([CH2:11][CH2:12][OH:13])[C:15](=[O:16])[NH:1][C:2]=2[CH:7]=1. Procedure details: A mixture of 50 parts of 2-[(2-amino-4,5-dichlorophenyl)-amino]ethanol and 46 parts of urea is stirred and heated for 2 hours in an oil-bath at about 190° C. The reaction mixture is cooled and water is added. The water is decanted and the residue is boiled in 2-propanol. Upon stirring, the mixture is cooled to room temperature. The product is filtered off and dried, yielding 55 parts (99%) of 5,6-dichloro-1,3-dihydro-1-(2-hydroxyethyl)-2H-benzimidazol-2-one.